Dataset: the Open Reaction Database (ORD), a public repository of structured organic reaction records. Task: describe an organic reaction: reactants, conditions, products, and yield Starting materials: BrCCCCBr (1,4-dibromobutane), C1(=CC=CC=C1)CCCCO (benzenebutanol). The product is BrCCCCOCCCCC1=CC=CC=C1 ([4-(4-Bromobutoxy)butyl]benzene). Reaction SMILES: [Br:1][CH2:2][CH2:3][CH2:4][CH2:5]Br.[C:7]1([CH2:13][CH2:14][CH2:15][CH2:16][OH:17])[CH:12]=[CH:11][CH:10]=[CH:9][CH:8]=1>>[Br:1][CH2:2][CH2:3][CH2:4][CH2:5][O:17][CH2:16][CH2:15][CH2:14][CH2:13][C:7]1[CH:12]=[CH:11][CH:10]=[CH:9][CH:8]=1. Procedure details: (2.44 g), T.l.c. [K] Rf 0.68, from 1,4-dibromobutane (8.6 g) and benzenebutanol (2 g). Reactants: CCCCCCCCBr, CCOC(=O)c1csc(S)n1, [H-], [Na+], CN(C)C=O, O. The product is CCCCCCCCSc1nc(C(=O)OCC)cs1. RXN SMILES: [Br:14][CH2:15][CH2:16][CH2:17][CH2:18][CH2:19][CH2:20][CH2:21][CH3:22].[CH2:1]([CH3:2])[O:3][C:4](=[O:5])[c:6]1[n:7][c:8]([SH:11])[s:9][cH:10]1.[H-:12].[Na+:13].[O:24]=[CH:25][N:26]([CH3:27])[CH3:28].[OH2:23]>>[CH2:1]([CH3:2])[O:3][C:4](=[O:5])[c:6]1[n:7][c:8]([S:11][CH2:15][CH2:16][CH2:17][CH2:18][CH2:19][CH2:20][CH2:21][CH3:22])[s:9][cH:10]1. Starting materials: C(C)(C)(C)C1=CC(=C(C=N1)C=1N([C@]([C@](N1)(C)C1=CC=C(C=C1)Cl)(C)C1=CC=C(C=C1)Cl)C(=O)N1CCC(CC1)CC(=O)O)OCC ({1-[(4S,5R)-2-(6-tert-butyl-4-ethoxy-pyridin-3-yl)-4,5-bis-(4-chloro-phenyl)-4,5-dimethyl-4,5-dihydro-imidazole-1-carbonyl]-piperidin-4-yl}-acetic acid), N1CC(C1)N1CCCC1 (1-azetidin-3-ylpyrrolidine). Product: C(C)(C)(C)C1=CC(=C(C=N1)C=1N([C@]([C@](N1)(C)C1=CC=C(C=C1)Cl)(C)C1=CC=C(C=C1)Cl)C(=O)N1CCC(CC1)CC(=O)N1CC(C1)N1CCCC1)OCC (2-{1-[(4S,5R)-2-(6-tert-Butyl-4-ethoxy-pyridin-3-yl)-4,5-bis-(4-chloro-phenyl)-4,5-dimethyl-4,5-dihydro-imidazole-1-carbonyl]-piperidin-4-yl}-1-(3-pyrrolidin-1-yl-azetidin-1-yl)-ethanone). RXN SMILES: [C:1]([C:5]1[N:10]=[CH:9][C:8]([C:11]2[N:12]([C:32]([N:34]3[CH2:39][CH2:38][CH:37]([CH2:40][C:41](O)=[O:42])[CH2:36][CH2:35]3)=[O:33])[C@@:13]([C:25]3[CH:30]=[CH:29][C:28]([Cl:31])=[CH:27][CH:26]=3)([CH3:24])[C@@:14]([C:17]3[CH:22]=[CH:21][C:20]([Cl:23])=[CH:19][CH:18]=3)([CH3:16])[N:15]=2)=[C:7]([O:44][CH2:45][CH3:46])[CH:6]=1)([CH3:4])([CH3:3])[CH3:2].[NH:47]1[CH2:50][CH:49]([N:51]2[CH2:55][CH2:54][CH2:53][CH2:52]2)[CH2:48]1>>[C:1]([C:5]1[N:10]=[CH:9][C:8]([C:11]2[N:12]([C:32]([N:34]3[CH2:39][CH2:38][CH:37]([CH2:40][C:41]([N:47]4[CH2:50][CH:49]([N:51]5[CH2:55][CH2:54][CH2:53][CH2:52]5)[CH2:48]4)=[O:42])[CH2:36][CH2:35]3)=[O:33])[C@@:13]([C:25]3[CH:30]=[CH:29][C:28]([Cl:31])=[CH:27][CH:26]=3)([CH3:24])[C@@:14]([C:17]3[CH:22]=[CH:21][C:20]([Cl:23])=[CH:19][CH:18]=3)([CH3:16])[N:15]=2)=[C:7]([O:44][CH2:45][CH3:46])[CH:6]=1)([CH3:4])([CH3:3])[CH3:2]. Procedure details: In a manner analogous to the method described in example 163, {1-[(4S,5R)-2-(6-tert-butyl-4-ethoxy-pyridin-3-yl)-4,5-bis-(4-chloro-phenyl)-4,5-dimethyl-4,5-dihydro-imidazole-1-carbonyl]-piperidin-4-yl}-acetic acid was reacted with 1-azetidin-3-ylpyrrolidine (VWR) to give the title product. LC-MS (ES+) 773 [(M+H)+]. Reactants: CCSC(=O)OC(C)OC(=O)C(C)C, O=S(=O)(Cl)Cl. The product is CC(OC(=O)Cl)OC(=O)C(C)C. RXN SMILES: [CH3:1][CH:2]([C:3](=[O:4])[O:5][CH:6]([CH3:7])[O:8][C:9](=[O:10])[S:11][CH2:12][CH3:13])[CH3:14].[S:15]([Cl:16])(=[O:17])([Cl:18])=[O:19]>>[CH3:1][CH:2]([C:3](=[O:4])[O:5][CH:6]([CH3:7])[O:8][C:9](=[O:10])[Cl:18])[CH3:14]. The reactants are C(C)(=O)C1=CC2=C(N(C(=N2)CC)C2=CC=C(C=C2)CCNC(=O)NS(=O)(=O)C2=CC=C(C=C2)C)C=C1 (5-Acetyl-2-ethyl-1-(4-{2-[({[(4-methylphenyl)sulfonyl]amino}carbonyl)amino]ethyl}phenyl)-1H-benzimidazole), C[Mg]I (MeMgI). Run in O (water). Reaction conditions: temperature 0 celsius, time 1 hour. Yields the product C(C)C1=NC2=C(N1C1=CC=C(C=C1)CCNC(=O)NS(=O)(=O)C1=CC=C(C=C1)C)C=CC(=C2)C(C)(C)O (N-{[(2-{4-[2-ethyl-5-(1-hydroxy-1-methylethyl)-1H-benzimidazol-1-yl]phenyl}ethyl)amino]carbonyl}-4-methylbenzenesulfonamide). The yield is 101.1%. RXN SMILES: [C:1]([C:4]1[CH:36]=[CH:35][C:7]2[N:8]([C:13]3[CH:18]=[CH:17][C:16]([CH2:19][CH2:20][NH:21][C:22]([NH:24][S:25]([C:28]4[CH:33]=[CH:32][C:31]([CH3:34])=[CH:30][CH:29]=4)(=[O:27])=[O:26])=[O:23])=[CH:15][CH:14]=3)[C:9]([CH2:11][CH3:12])=[N:10][C:6]=2[CH:5]=1)(=[O:3])[CH3:2].[CH3:37][Mg]I>O>[CH2:11]([C:9]1[N:8]([C:13]2[CH:14]=[CH:15][C:16]([CH2:19][CH2:20][NH:21][C:22]([NH:24][S:25]([C:28]3[CH:33]=[CH:32][C:31]([CH3:34])=[CH:30][CH:29]=3)(=[O:26])=[O:27])=[O:23])=[CH:17][CH:18]=2)[C:7]2[CH:35]=[CH:36][C:4]([C:1]([OH:3])([CH3:37])[CH3:2])=[CH:5][C:6]=2[N:10]=1)[CH3:12]. Procedure details: A solution of N-[({2-[4-(5-acetyl-2-ethyl-1H-benzimidazol-1-yl)phenyl]ethyl}amino)carbonyl]-4-methylbenzenesulfonamide (Example 78, 100 mg, 0.19 mmol) in tetrahydrfurane (15 ml) was added MeMgI (1.2 ml, 0.99 mmol) dropwise under nitrogen at 0° C. The mixture was stirred at 0° C. for 1 h and then was stirred at rt for 30 min. The mixture was added water (10 ml) and extracted with CH2Cl2(50 ml). The organic layer was washed with brine (10 ml), then dried (Na2SO4). After removal of solvent, the cru... Reactants: N(=O)[O-].[Na+] (sodium nitrite), CC1=C(N)C=CC(=C1C1=C(C=CC=C1)C)SC (2-methyl-3-(2-methylphenyl)-4-methylthioaniline), S(=O)([O-])[O-].[Na+].[Na+] (sodium sulfite), Cl (hydrochloric acid), [I-].[K+] (potassium iodide). The solvent is O (water), O (water), ClCCl (dichloromethane), ClCCl (dichloromethane). Run at temperature 5 celsius, time 1 hour. Yields the product IC1=C(C(=C(C=C1)SC)C1=C(C=CC=C1)C)C (4-Iodo-3-methyl-2-(2-methylphenyl)(methylthio)benzene). As a reaction SMILES: [CH3:1][C:2]1[C:8]([C:9]2[CH:14]=[CH:13][CH:12]=[CH:11][C:10]=2[CH3:15])=[C:7]([S:16][CH3:17])[CH:6]=[CH:5][C:3]=1N.Cl.N([O-])=O.[Na+].[I-:23].[K+].S([O-])([O-])=O.[Na+].[Na+]>ClCCl.O>[I:23][C:3]1[CH:5]=[CH:6][C:7]([S:16][CH3:17])=[C:8]([C:9]2[CH:14]=[CH:13][CH:12]=[CH:11][C:10]=2[CH3:15])[C:2]=1[CH3:1] |f:2.3,4.5,6.7.8|. Reported procedure: A solution of 2.0 g (8.2 mmol) of 85 percent purity 2-methyl-3-(2-methylphenyl)-4-methylthioaniline in 3 mL of dichloromethane was combined with 60 mL of concentrated aqueous hydrochloric acid and the mixture was stirred for 1 hour. It was then cooled to 5° C. A solution of 850 mg (12 mmol) of sodium nitrite in 10 mL of water was added in portions with stirring and cooling. After 45 min, this mixture was poured with stirring into a mixture of a solution of 2.0 g (12 mmol) of potassium iodide in ... Reactants: C(C1=CC=CC=C1)(=O)NC1=CC=C(C=C1)C=1C=C2CN(C(C2=CC1)=O)[C@H](C(=O)O)C(C)C ((S)-2-(5-(4-Benzamidophenyl)-1-oxoisoindolin-2-yl)-3-methylbutanoic acid), COC1=CC=C(C(=O)NC2=CC=C(C=C2)C=2C=C3CN(C(C3=CC2)=O)[C@H](C(=O)OC)C(C)C)C=C1 ((S)-Methyl 2-(5-(4-(4-methoxybenzamido)phenyl)-1-oxoisoindolin-2-yl)-3-methylbutanoate). The product is COC1=CC=C(C(=O)NC2=CC=C(C=C2)C=2C=C3CN(C(C3=CC2)=O)[C@H](C(=O)O)C(C)C)C=C1 ((S)-2-(5-(4-(4-Methoxybenzamido)phenyl)-1-oxoisoindolin-2-yl)-3-methyl butanoic acid). Isolated yield 79.0%. Reaction SMILES: C(NC1C=CC(C2C=C3C(=CC=2)C(=O)N([C@@H](C(C)C)C(O)=O)C3)=CC=1)(=O)C1C=CC=CC=1.[CH3:33][O:34][C:35]1[CH:67]=[CH:66][C:38]([C:39]([NH:41][C:42]2[CH:47]=[CH:46][C:45]([C:48]3[CH:49]=[C:50]4[C:54](=[CH:55][CH:56]=3)[C:53](=[O:57])[N:52]([C@@H:58]([CH:63]([CH3:65])[CH3:64])[C:59]([O:61]C)=[O:60])[CH2:51]4)=[CH:44][CH:43]=2)=[O:40])=[CH:37][CH:36]=1>>[CH3:33][O:34][C:35]1[CH:36]=[CH:37][C:38]([C:39]([NH:41][C:42]2[CH:43]=[CH:44][C:45]([C:48]3[CH:49]=[C:50]4[C:54](=[CH:55][CH:56]=3)[C:53](=[O:57])[N:52]([C@@H:58]([CH:63]([CH3:64])[CH3:65])[C:59]([OH:61])=[O:60])[CH2:51]4)=[CH:46][CH:47]=2)=[O:40])=[CH:66][CH:67]=1. Procedure details: The compound of example 311 was prepared analogous to compound of example 305 by hydrolysis of compound of example 310. Reaction SMILES: C([Li])CCC.[C:6]([NH2:10])([CH3:9])([CH3:8])[CH3:7].[CH3:11][C:12]1[CH:16]=[C:15]([C:17]([OH:19])=[O:18])[O:14][N:13]=1.Cl.[O:21]1CCC[CH2:22]1>O.CN(C)C=O>[C:6]([NH-:10])([CH3:9])([CH3:8])[CH3:7].[CH:22]([C:16]1[C:12]([CH3:11])=[N:13][O:14][C:15]=1[C:17]([OH:19])=[O:18])=[O:21]. Procedure details: 56 ml of butyllithium (1.6 molar solution in n-hexane) are added dropwise, at -78° C., to 8 g of the tert-butylamine of 3-methylisoxazole-5-carboxylic acid in 150 ml of tetrahydrofuran. The mixture is stirred for 1 hour, after which 22 ml of dimethylformamide are slowly added dropwise. The mixture is allowed to reach room temperature overnight and is hydrolyzed with water, neutralized with concentrated hydrochloric acid and extracted with ether. The oil which remains after evaporation is chromat... Reactants: Cl (hydrochloric acid), C(CCC)[Li] (butyllithium), C(C)(C)(C)N (tert-butylamine), CC1=NOC(=C1)C(=O)O (3-methylisoxazole-5-carboxylic acid), O1CCCC1 (tetrahydrofuran). Product: C(C)(C)(C)[NH-] (tert-butylamide), C(=O)C=1C(=NOC1C(=O)O)C (4-formyl-3-methylisoxazole-5-carboxylic acid). Conditions: time 1 hour. The solvent is CN(C=O)C (dimethylformamide), O (water). Reactants: COc1ccc(O)cc1, ClCCl, O=[N+]([O-])O. Product: COc1ccc(O)c([N+](=O)[O-])c1. As a reaction SMILES: [CH3:1][O:2][c:3]1[cH:4][cH:5][c:6]([OH:9])[cH:7][cH:8]1.[Cl:14][CH2:15][Cl:16].[OH:10][N+:11]([O-:12])=[O:13]>>[CH3:1][O:2][c:3]1[cH:4][c:5]([N+:11](=[O:10])[O-:12])[c:6]([OH:9])[cH:7][cH:8]1.